This data is from the Open Reaction Database (ORD), a public repository of structured organic reaction records. The task is: describe an organic reaction: reactants, conditions, products, and yield Starting materials: FC1=CC=C(CC2=CC(=NN2)C2=CC=NC=C2)C=C1 (4-[5-(4-fluorobenzyl)-1H-pyrazol-3-yl]pyridine), [H-].[Na+] (NaH), IC1CN(C1)C(C1=CC=CC=C1)C1=CC=CC=C1 (3-Iodo-N-benzhydryl-azetidine). The solvent is CN(C)C=O (DMF). Conditions: temperature 110 celsius, time 10 minute. The product is C1(=CC=CC=C1)C(N1CC(C1)N1N=C(C=C1CC1=CC=C(C=C1)F)C1=CC=NC=C1)C1=CC=CC=C1 (4-[1-[1-(diphenylmethyl)azetidin-3-yl]-5-(4-fluorobenzyl)-1H-pyrazol-3-yl]pyridine). As a reaction SMILES: [F:1][C:2]1[CH:19]=[CH:18][C:5]([CH2:6][C:7]2[NH:11][N:10]=[C:9]([C:12]3[CH:17]=[CH:16][N:15]=[CH:14][CH:13]=3)[CH:8]=2)=[CH:4][CH:3]=1.[H-].[Na+].I[CH:23]1[CH2:26][N:25]([CH:27]([C:34]2[CH:39]=[CH:38][CH:37]=[CH:36][CH:35]=2)[C:28]2[CH:33]=[CH:32][CH:31]=[CH:30][CH:29]=2)[CH2:24]1>CN(C=O)C>[C:28]1([CH:27]([C:34]2[CH:39]=[CH:38][CH:37]=[CH:36][CH:35]=2)[N:25]2[CH2:26][CH:23]([N:11]3[C:7]([CH2:6][C:5]4[CH:18]=[CH:19][C:2]([F:1])=[CH:3][CH:4]=4)=[CH:8][C:9]([C:12]4[CH:17]=[CH:16][N:15]=[CH:14][CH:13]=4)=[N:10]3)[CH2:24]2)[CH:29]=[CH:30][CH:31]=[CH:32][CH:33]=1 |f:1.2|. Procedure details: To a solution of 4-[5-(4-fluorobenzyl)-1H-pyrazol-3-yl]pyridine (3.7 g, 14.6 mmol) in DMF (40 mL) was added NaH (0.584 g, 14.6 mmol) and the solution was stirred for 10 minutes under nitrogen. 3-Iodo-N-benzhydryl-azetidine (5.61 g, 16.1 mmol) was then added and the reaction mixture was heated to 110° C. for 2 hours under nitrogen. The solvent was removed in-vacuo and the residue was diluted with H2O and extracted with EtOAc. The organic layer was washed with H2O, brine, dried over MgSO4, filtere... The reactants are C(=O)([O-])[O-].[K+].[K+] (K2CO3), BrCC(OC)OC (2-bromo-1,1-dimethoxy-ethane), COC1=C(C=CC(=C1)[N+](=O)[O-])O (2-methoxy-4-nitro-phenol). Solvent: CN(C)C=O (DMF). Conditions: time 30 minute. Product: COC(COC1=C(C=C(C=C1)[N+](=O)[O-])OC)OC (1-(2,2-Dimethoxy-ethoxy)-2-methoxy-4-nitro-benzene), residue. Isolated yield 68.0%. Reaction SMILES: [CH3:1][O:2][C:3]1[CH:8]=[C:7]([N+:9]([O-:11])=[O:10])[CH:6]=[CH:5][C:4]=1[OH:12].C([O-])([O-])=O.[K+].[K+].Br[CH2:20][CH:21]([O:24][CH3:25])[O:22][CH3:23]>CN(C=O)C>[CH3:23][O:22][CH:21]([O:24][CH3:25])[CH2:20][O:12][C:4]1[CH:5]=[CH:6][C:7]([N+:9]([O-:11])=[O:10])=[CH:8][C:3]=1[O:2][CH3:1] |f:1.2.3|. Procedure: To an oven-dried round bottom flask, add 2-methoxy-4-nitro-phenol (2.45 g, 14.5 mmol) and purge with nitrogen. Add DMF (25 mL) by syringe, followed by K2CO3 (3.0 g, 21.7 mmol) and KI (catalytic) neat. Stir 30 min at room temperature and add 2-bromo-1,1-dimethoxy-ethane (1.9 mL, 15.9 mmol) by syringe. Attach a reflux condenser and stir overnight in a 120° C. oil bath. Quench with water, extract with ether (3×), dry over MgSO4, filter and concentrate under vacuum. Add xylenes and concentrate again... Reactants: N(=O)[O-].[Na+] (sodium nitrite), FC(C1=C(C=CC(=C1)N)C1=C(C=C(N)C=C1)C(F)(F)F)(F)F (2,2'-bis(trifluoromethyl)-benzidine), S(O)(O)(=O)=O (sulfuric acid), [I-].[Na+] (sodium iodide), II (iodine). Solvent: O (water), C(Cl)Cl (methylene dichloride), O (water), O (water). Run at temperature 0 celsius. Yields the product FC(C1=C(C=CC(=C1)I)C1=C(C=C(C=C1)I)C(F)(F)F)(F)F (2,2'-bis(trifluoromethyl)-4,4'-diiodobiphenyl). Isolated yield 78.7%. As a reaction SMILES: [F:1][C:2]([F:22])([F:21])[C:3]1[CH:8]=[C:7](N)[CH:6]=[CH:5][C:4]=1[C:10]1[CH:16]=[CH:15][C:13](N)=[CH:12][C:11]=1[C:17]([F:20])([F:19])[F:18].S(=O)(=O)(O)O.N([O-])=O.[Na+].[I-:32].[Na+].[I:34]I>O.C(Cl)Cl>[F:1][C:2]([F:22])([F:21])[C:3]1[CH:8]=[C:7]([I:32])[CH:6]=[CH:5][C:4]=1[C:10]1[CH:16]=[CH:15][C:13]([I:34])=[CH:12][C:11]=1[C:17]([F:20])([F:19])[F:18] |f:2.3,4.5|. Reported procedure: Ten grams of 2,2'-bis(trifluoromethyl)-benzidine (0.0312 mole) were dissolved in water (100 mls.) and concentrated sulfuric acid (60 mls.) and the solution was cooled to 0° C. A solution of sodium nitrite (4.5 grams; 0.0652 mole) in water (ten mls.) was added dropwise with stirring. The resulting cold tetrazonium salt solution was added slowly to a stirred solution of sodium iodide (20 grams) and iodine (20 grams) in water (20 mls.) maintained at a temperature of 0° C. During the addition, methy... Reactants: ClC(CC(C1=CC=CC=C1)Cl)(Cl)Cl (1,1,1,3-tetrachloro-3-phenylpropane), C(C)(=O)O (acetic acid), monohydrate, C1(=CC=C(C=C1)S(=O)(=O)O)C (p-toluenesulphonic acid). Run in O (water). Yields the product C(C=CC1=CC=CC=C1)(=O)O (cinnamic acid). Yield: 79.6%. As a reaction SMILES: ClC(Cl)(Cl)C[CH:4](Cl)[C:5]1[CH:10]=[CH:9][CH:8]=[CH:7][CH:6]=1.[C:14]([OH:17])(=[O:16])[CH3:15].C1(C)C=CC(S(O)(=O)=O)=CC=1>O>[C:14]([OH:17])(=[O:16])[CH:15]=[CH:4][C:5]1[CH:10]=[CH:9][CH:8]=[CH:7][CH:6]=1. Procedure: A mixture of 129 g of 1,1,1,3-tetrachloro-3-phenylpropane, 74 g of glacial acetic acid, and 31 g of monohydrate of p-toluenesulphonic acid is heated while stirring to the boiling point 115° to 120° C. for 13 h with gradual addition of 18 g of water. The precipitated crystals are filtered off, washed with water, to give 59 g of cinnamic acid. Then, the filtrate, is condensed, crystals are filtered off and washed with water to give another 11 g of cinnamic acid with the total yield of 94.5% (melti... Starting materials: CC(=O)O, O=C(O)CSC(=S)c1ccc(Cl)cc1, ClCCl, NN, [Na+], [OH-], O. The product is NNC(=S)c1ccc(Cl)cc1. RXN SMILES: [CH3:18][C:19](=[O:20])[OH:21].[Cl:1][c:2]1[cH:3][cH:4][c:5]([C:6](=[S:7])[S:8][CH2:9][C:10]([OH:11])=[O:12])[cH:13][cH:14]1.[Cl:24][CH2:25][Cl:26].[NH2:16][NH2:17].[Na+:23].[OH-:22].[OH2:15]>>[Cl:1][c:2]1[cH:3][cH:4][c:5]([C:6](=[S:7])[NH:16][NH2:17])[cH:13][cH:14]1. Product: Cc1cccc(Oc2cc(Nc3cccc(NC(=O)C=CCN(C)C)n3)ncn2)c1. As a reaction SMILES: [CH3:1][c:2]1[cH:3][c:4]([O:5][c:6]2[cH:7][c:8]([NH:12][c:13]3[n:14][c:15]([NH2:19])[cH:16][cH:17][cH:18]3)[n:9][cH:10][n:11]2)[cH:20][cH:21][cH:22]1.[CH3:23][N:24]([CH3:25])[CH2:26][CH:27]=[CH:28][C:29](=[O:30])[Cl:31].[CH3:32][N:33]1[CH2:34][CH2:35][CH2:36][C:37]1=[O:38]>>[CH3:1][c:2]1[cH:3][c:4]([O:5][c:6]2[cH:7][c:8]([NH:12][c:13]3[n:14][c:15]([NH:19][C:29]([CH:28]=[CH:27][CH2:26][N:24]([CH3:23])[CH3:25])=[O:30])[cH:16][cH:17][cH:18]3)[n:9][cH:10][n:11]2)[cH:20][cH:21][cH:22]1. Reactants: Cc1cccc(Oc2cc(Nc3cccc(N)n3)ncn2)c1, CN(C)CC=CC(=O)Cl, CN1CCCC1=O.